Dataset: the Open Reaction Database (ORD), a public repository of structured organic reaction records. Task: describe an organic reaction: reactants, conditions, products, and yield Starting materials: C1(=CC=CC=C1)S(=O)(=O)CC1=C(C(=O)OC)C=C(C=C1)Br (methyl 2-benzenesulphonylmethyl-5-bromobenzoate), C1(=CC=CC=C1)S(=O)(=O)CC1=C(C(=O)OC)C=C(C=C1)Br (methyl 2-benzenesulphonylmethyl-5-bromobenzoate), CN1N=CC=C1B1OC(C)(C)C(C)(C)O1 (1-methyl-1H-pyrazole-5-boronic acid pinacol ester). Yields the product C1(=CC=CC=C1)S(=O)(=O)CC1=C(C(=O)OC)C=C(C=C1)C=1N(N=CC1)C (Methyl 2-(benzenesulphonylmethyl)-5-(2-methyl-2H-pyrazol-3-yl)benzoate). RXN SMILES: [C:1]1([S:7]([CH2:10][C:11]2[CH:20]=[CH:19][C:18](Br)=[CH:17][C:12]=2[C:13]([O:15][CH3:16])=[O:14])(=[O:9])=[O:8])[CH:6]=[CH:5][CH:4]=[CH:3][CH:2]=1.[CH3:22][N:23]1[C:27](B2OC(C)(C)C(C)(C)O2)=[CH:26][CH:25]=[N:24]1>>[C:1]1([S:7]([CH2:10][C:11]2[CH:20]=[CH:19][C:18]([C:27]3[N:23]([CH3:22])[N:24]=[CH:25][CH:26]=3)=[CH:17][C:12]=2[C:13]([O:15][CH3:16])=[O:14])(=[O:9])=[O:8])[CH:6]=[CH:5][CH:4]=[CH:3][CH:2]=1. Procedure details: Prepared by proceeding in a similar manner to Example 37, starting from methyl 2-(benzenesulphonylmethyl)-5-bromobenzoate (Intermediate 63) and 1-methyl-1H-pyrazole-5-boronic acid pinacol ester.